This data is from the Open Reaction Database (ORD), a public repository of structured organic reaction records. The task is: describe an organic reaction: reactants, conditions, products, and yield Reactants: ClC1=NC(=CC(=N1)OC1=CC=CC2=C1N=C(S2)NC(C)=O)C2=CC=C(C=C2)C(F)(F)F (N-{4-[2-chloro-6-(4-trifluoromethyl-phenyl)-pyrimidin-4-yloxy]-benzothiazol-2-yl}-acetamide), N1(CCNCC1)C(=O)OC(C)(C)C (tert-butyl 1-piperazine-carboxylate). Run in C(C)O (ethanol). Reaction conditions: temperature 125 celsius. Product: C(C)(=O)NC=1SC2=C(N1)C(=CC=C2)OC2=NC(=NC(=C2)C2=CC=C(C=C2)C(F)(F)F)N2CCN(CC2)C(=O)OC(C)(C)C (tert-Butyl 4-(4-(2-acetamidobenzo[d]thiazol-4-yloxy)-6-(4-(trifluoromethyl)phenyl)pyrimidin-2-yl)piperazine-1-carboxylate). RXN SMILES: Cl[C:2]1[N:7]=[C:6]([O:8][C:9]2[C:14]3[N:15]=[C:16]([NH:18][C:19](=[O:21])[CH3:20])[S:17][C:13]=3[CH:12]=[CH:11][CH:10]=2)[CH:5]=[C:4]([C:22]2[CH:27]=[CH:26][C:25]([C:28]([F:31])([F:30])[F:29])=[CH:24][CH:23]=2)[N:3]=1.[N:32]1([C:38]([O:40][C:41]([CH3:44])([CH3:43])[CH3:42])=[O:39])[CH2:37][CH2:36][NH:35][CH2:34][CH2:33]1>C(O)C>[C:19]([NH:18][C:16]1[S:17][C:13]2[CH:12]=[CH:11][CH:10]=[C:9]([O:8][C:6]3[CH:5]=[C:4]([C:22]4[CH:27]=[CH:26][C:25]([C:28]([F:31])([F:30])[F:29])=[CH:24][CH:23]=4)[N:3]=[C:2]([N:35]4[CH2:34][CH2:33][N:32]([C:38]([O:40][C:41]([CH3:44])([CH3:43])[CH3:42])=[O:39])[CH2:37][CH2:36]4)[N:7]=3)[C:14]=2[N:15]=1)(=[O:21])[CH3:20]. Procedure details: A mixture of N-{4-[2-chloro-6-(4-trifluoromethyl-phenyl)-pyrimidin-4-yloxy]-benzothiazol-2-yl}-acetamide (186 mg, 0.4 mmol, Example 7(d)) and tert-butyl 1-piperazine-carboxylate (149 mg, 0.8 mmol, Aldrich) in ethanol (1 mL) was heated in a microwave synthesizer at 125° C. for 40 min. The reaction mixture was evaporated under reduced pressure and the residue was treated with sat. aqueous solution of NaHCO3 (10 mL), and extracted with EtOAc (2×30 mL). The combined EtOAc extracts were washed with b... The reactants are COC1=CC=C2[C@@H]([C@@H](COC2=C1)C1=CC=CC=C1)C1=CC=C(C=C1)OCCN1CCCCC1 ((±)-cis-7-methoxy-3-phenyl-4-(4-(2-piperidinoethoxy)phenyl)chromane), Cl.N1=CC=CC=C1 (pyridine hydrochloride). The product is OC1=CC=C2[C@@H]([C@@H](COC2=C1)C1=CC=CC=C1)C1=CC=C(C=C1)OCCN1CCCCC1 ((±)-cis-7-Hydroxy-3-phenyl-4-(4-(2-piperidinoethoxy)phenyl)chromane). RXN SMILES: C[O:2][C:3]1[CH:12]=[C:11]2[C:6]([C@H:7]([C:19]3[CH:24]=[CH:23][C:22]([O:25][CH2:26][CH2:27][N:28]4[CH2:33][CH2:32][CH2:31][CH2:30][CH2:29]4)=[CH:21][CH:20]=3)[C@H:8]([C:13]3[CH:18]=[CH:17][CH:16]=[CH:15][CH:14]=3)[CH2:9][O:10]2)=[CH:5][CH:4]=1.Cl.N1C=CC=CC=1>>[OH:2][C:3]1[CH:12]=[C:11]2[C:6]([C@H:7]([C:19]3[CH:24]=[CH:23][C:22]([O:25][CH2:26][CH2:27][N:28]4[CH2:33][CH2:32][CH2:31][CH2:30][CH2:29]4)=[CH:21][CH:20]=3)[C@H:8]([C:13]3[CH:14]=[CH:15][CH:16]=[CH:17][CH:18]=3)[CH2:9][O:10]2)=[CH:5][CH:4]=1 |f:1.2|. Procedure details: In an manner analogous to that described in step 5 for Example 10, (±)-cis-7-methoxy-3-phenyl-4-(4-(2-piperidinoethoxy)phenyl)chromane (0.89 g, 2.0 mmol) was de-methylated by heating with pyridine hydrochloride to give the title compound as an off-white solid.